Task: describe an organic reaction: reactants, conditions, products, and yield. Dataset: the Open Reaction Database (ORD), a public repository of structured organic reaction records Reactants: C1(=CC=CC=C1)CC#N (phenylacetonitrile), Cl (hydrochloric acid), [Br-].C(CCCCCCCCCCCCCCC)[P+](CC)(CC)CC (hexadecyltriethyl phosphonium bromide), Cl (hydrochloric acid), [OH-].[Na+] (sodium hydroxide), Cl.ClCCN(CCCl)CC1=CC=CC=C1 (N,N-bis(2-chloroethyl)benzylamine hydrochloric acid salt), [OH-].[K+] (potassium hydroxide). Solvent: CO (methanol), O (water). Reaction conditions: temperature 100 celsius, time 1 hour. Product: Cl.C(C1=CC=CC=C1)N1CCC(CC1)(C#N)C1=CC=CC=C1 (1-benzyl-4-phenyl-4-cyanopiperidine hydrochloric acid salt). RXN SMILES: [C:1]1([CH2:7][C:8]#[N:9])[CH:6]=[CH:5][CH:4]=[CH:3][CH:2]=1.[OH-].[Na+].Cl.[Cl:13][CH2:14][CH2:15][N:16]([CH2:20][C:21]1[CH:26]=[CH:25][CH:24]=[CH:23][CH:22]=1)[CH2:17][CH2:18]Cl.[Br-].C([P+](CC)(CC)CC)CCCCCCCCCCCCCCC.Cl.[OH-].[K+]>CO.O>[ClH:13].[CH2:20]([N:16]1[CH2:17][CH2:18][C:7]([C:1]2[CH:6]=[CH:5][CH:4]=[CH:3][CH:2]=2)([C:8]#[N:9])[CH2:14][CH2:15]1)[C:21]1[CH:26]=[CH:25][CH:24]=[CH:23][CH:22]=1 |f:1.2,3.4,5.6,8.9,12.13|. Procedure: Combine phenylacetonitrile (40 mmol), and aqueous sodium hydroxide solution (60 mL, 50% by weight). Add N,N-bis(2-chloroethyl)benzylamine hydrochloric acid salt (11.28 g, 42 mmol) and hexadecyltriethyl phosphonium bromide (1.02 g, 2 mmol). Heat to 100° C and stir vigorously. After 1 hour, cool the reaction mixture to ambient temperature. Add water and acidify the diluted reaction mixture with an aqueous 6M hydrochloric acid solution. Extract the acidified reaction mixture with diethyl ether. Adj... Reactants: COc1ccc(CN2Cc3c(F)c(NC(CC(C)C)C(N)=O)nc(-c4ccco4)c3C2=O)c(OC)c1, O=C(O)C(F)(F)F. Yields the product CC(C)CC(Nc1nc(-c2ccco2)c2c(c1F)CNC2=O)C(N)=O. Reaction SMILES: [CH3:1][O:2][c:3]1[cH:4][c:5]([O:31][CH3:32])[cH:33][cH:34][c:35]1[CH2:36][N:6]1[C:7](=[O:30])[c:8]2[c:9](-[c:25]3[o:26][cH:27][cH:28][cH:29]3)[n:10][c:11]([NH:16][CH:17]([C:18](=[O:19])[NH2:20])[CH2:21][CH:22]([CH3:23])[CH3:24])[c:12]([F:15])[c:13]2[CH2:14]1.[F:37][C:38]([F:39])([F:40])[C:41]([OH:42])=[O:43]>>[NH:6]1[C:7](=[O:30])[c:8]2[c:9](-[c:25]3[o:26][cH:27][cH:28][cH:29]3)[n:10][c:11]([NH:16][CH:17]([C:18](=[O:19])[NH2:20])[CH2:21][CH:22]([CH3:23])[CH3:24])[c:12]([F:15])[c:13]2[CH2:14]1.